Dataset: the Open Reaction Database (ORD), a public repository of structured organic reaction records. Task: describe an organic reaction: reactants, conditions, products, and yield The reactants are O=C1OCCO1, CO[Si](CCCN)(OC)OC. Product: CO[Si](CCCNC(=O)OCCO)(OC)OC. As a reaction SMILES: [C:12]1(=[O:17])[O:13][CH2:14][CH2:15][O:16]1.[NH2:1][CH2:2][CH2:3][CH2:4][Si:5]([O:6][CH3:7])([O:8][CH3:9])[O:10][CH3:11]>>[NH:1]([CH2:2][CH2:3][CH2:4][Si:5]([O:6][CH3:7])([O:8][CH3:9])[O:10][CH3:11])[C:12]([O:13][CH2:14][CH2:15][OH:16])=[O:17]. RXN SMILES: [BH4-:28].[CH3:26][OH:27].[CH:1](=[O:2])[c:3]1[c:4]([C:15]#[C:16][C:17]2([OH:25])[CH2:18][N:19]3[CH2:20][CH2:21][CH:22]2[CH2:23][CH2:24]3)[cH:5][cH:6][c:7]([CH2:9][CH2:10][C:11](=[O:12])[O:13][CH3:14])[cH:8]1.[Na+:29].[OH2:30]>>[CH2:1]([OH:2])[c:3]1[c:4]([C:15]#[C:16][C:17]2([OH:25])[CH2:18][N:19]3[CH2:20][CH2:21][CH:22]2[CH2:23][CH2:24]3)[cH:5][cH:6][c:7]([CH2:9][CH2:10][C:11](=[O:12])[O:13][CH3:14])[cH:8]1. Reactants: [BH4-], CO, COC(=O)CCc1ccc(C#CC2(O)CN3CCC2CC3)c(C=O)c1, [Na+], O. The product is COC(=O)CCc1ccc(C#CC2(O)CN3CCC2CC3)c(CO)c1. Starting materials: C(C)(C)(C)[SiH2]OC(C=1C=C(C=NC1)C=1C=C2CCCN(C2=NC1)C(=O)N)(C)C (6-[5-(tert-Butyl-dimethyl-silanyloxymethyl)-pyridin-3-yl]-3,4-dihydro-2H-[1,8]naphthyridine-1-carboxylic acid amide), C(=O)(O)[O-].[Na+] (NaHCO3), O (water), N1=CC=CC=C1 (pyridine). The solvent is C1CCOC1 (THF), CCOC(=O)C (EtOAc). Reaction conditions: time 2 hour. Product: OCC=1C=C(C=NC1)C=1C=C2CCCN(C2=NC1)C(=O)N (6-(5-Hydroxymethyl-pyridin-3-yl)-3,4-dihydro-2H-[1,8]naphthyridine-1-carboxylic acid amide). Yield: 91.4%. Reaction SMILES: C([SiH2][O:6][C:7](C)(C)[C:8]1[CH:9]=[C:10]([C:14]2[CH:15]=[C:16]3[C:21](=[N:22][CH:23]=2)[N:20]([C:24]([NH2:26])=[O:25])[CH2:19][CH2:18][CH2:17]3)[CH:11]=[N:12][CH:13]=1)(C)(C)C.N1C=CC=CC=1.C([O-])(O)=O.[Na+].O>C1COCC1.CCOC(C)=O>[OH:6][CH2:7][C:8]1[CH:9]=[C:10]([C:14]2[CH:15]=[C:16]3[C:21](=[N:22][CH:23]=2)[N:20]([C:24]([NH2:26])=[O:25])[CH2:19][CH2:18][CH2:17]3)[CH:11]=[N:12][CH:13]=1 |f:2.3|. Procedure details: 6-[5-(tert-Butyl-dimethyl-silanyloxymethyl)-pyridin-3-yl]-3,4-dihydro-2H-[1,8]naphthyridine-1-carboxylic acid amide (40 mg, 0.10 mmol) is dissolved in 2.0 mL of THF and HF pyridine (0.04 mL) is added. The mixture is stirred for 2 hrs and saturated aqueous NaHCO3 solution (5 mL) is added along with water (10 mL) and EtOAc (25 mL). The mixture is stirred for 10 min and the aqueous layer is separated, extracted with EtOAc (2×10 mL). The organic layers are combined and concentrated to give the crude... Starting materials: C(C)OC([C@H](CCO)OC(C)=O)=O ((S)-2-Acetoxy-4-hydroxybutanoic acid ethyl ester), CC1=CC=C(C=C1)S(=O)(=O)Cl ((4-methylphenyl)sulphonyl chloride), C(C)(=O)OCC (ethyl acetate), O (water). Solvent: N1=CC=CC=C1 (pyridine), N1=CC=CC=C1 (pyridine). The product is C(C)OC([C@H](CCOS(=O)(=O)C1=CC=C(C=C1)C)OC(C)=O)=O ((S)-2-Acetoxy-4-(((4-methylphenyl)sulphonyl)oxy)butanoic acid ethyl ester). Yield: 89.3%. Reaction SMILES: [CH2:1]([O:3][C:4](=[O:13])[C@@H:5]([O:9][C:10](=[O:12])[CH3:11])[CH2:6][CH2:7][OH:8])[CH3:2].[CH3:14][C:15]1[CH:20]=[CH:19][C:18]([S:21](Cl)(=[O:23])=[O:22])=[CH:17][CH:16]=1.C(OCC)(=O)C.O>N1C=CC=CC=1>[CH2:1]([O:3][C:4](=[O:13])[C@@H:5]([O:9][C:10](=[O:12])[CH3:11])[CH2:6][CH2:7][O:8][S:21]([C:18]1[CH:19]=[CH:20][C:15]([CH3:14])=[CH:16][CH:17]=1)(=[O:23])=[O:22])[CH3:2]. Procedure details: (S)-2-Acetoxy-4-hydroxybutanoic acid ethyl ester (0.5 g, 2.6 mmol) in pyridine (1 ml) was added to a solution of (4-methylphenyl)sulphonyl chloride (0.53 g, 2.76 mmol) in pyridine (1 ml) at 5°. After 16 h at 5° ethyl acetate and water were added, the organic layer was separated, washed with hydrochloric acid (2N), dried (MgSO4) and the solvent evaporated to give the sub-title ester (0.8 g). The reactants are CO, Cc1oc(C(=O)NC(Cc2ccccc2C(F)(F)F)CN2C(=O)c3ccccc3C2=O)cc1-c1c(Cl)cnn1C, NN, C1CCOC1. The product is Cc1oc(C(=O)NC(CN)Cc2ccccc2C(F)(F)F)cc1-c1c(Cl)cnn1C. RXN SMILES: [CH3:48][OH:49].[Cl:1][c:2]1[cH:3][n:4][n:5]([CH3:40])[c:6]1-[c:7]1[cH:8][c:9]([C:13](=[O:14])[NH:15][CH:16]([CH2:17][N:18]2[C:19](=[O:20])[c:21]3[c:22]([cH:23][cH:24][cH:25][cH:26]3)[C:27]2=[O:28])[CH2:29][c:30]2[c:31]([C:36]([F:37])([F:38])[F:39])[cH:32][cH:33][cH:34][cH:35]2)[o:10][c:11]1[CH3:12].[NH2:41][NH2:42].[O:43]1[CH2:44][CH2:45][CH2:46][CH2:47]1>>[Cl:1][c:2]1[cH:3][n:4][n:5]([CH3:40])[c:6]1-[c:7]1[cH:8][c:9]([C:13](=[O:14])[NH:15][CH:16]([CH2:17][NH2:18])[CH2:29][c:30]2[c:31]([C:36]([F:37])([F:38])[F:39])[cH:32][cH:33][cH:34][cH:35]2)[o:10][c:11]1[CH3:12]. The reactants are C=CC(CC(CC#CCOC1CCCCO1)O[Si](c1ccccc1)(c1ccccc1)C(C)(C)C)O[Si](c1ccccc1)(c1ccccc1)C(C)(C)C, CO, Cc1ccc(S(=O)(=O)[O-])cc1, c1cc[nH+]cc1. Product: C=CC(CC(CC#CCO)O[Si](c1ccccc1)(c1ccccc1)C(C)(C)C)O[Si](c1ccccc1)(c1ccccc1)C(C)(C)C. RXN SMILES: [C:1]([CH3:2])([CH3:3])([CH3:4])[Si:5]([O:6][CH:7]([CH2:8][C:9]#[C:10][CH2:11][O:12][CH:13]1[CH2:14][CH2:15][CH2:16][CH2:17][O:18]1)[CH2:19][CH:20]([CH:21]=[CH2:22])[O:23][Si:24]([c:25]1[cH:26][cH:27][cH:28][cH:29][cH:30]1)([c:31]1[cH:32][cH:33][cH:34][cH:35][cH:36]1)[C:37]([CH3:38])([CH3:39])[CH3:40])([c:41]1[cH:42][cH:43][cH:44][cH:45][cH:46]1)[c:47]1[cH:48][cH:49][cH:50][cH:51][cH:52]1.[CH3:70][OH:71].[c:53]1([CH3:54])[cH:55][cH:56][c:57]([S:58]([O-:59])(=[O:60])=[O:61])[cH:62][cH:63]1.[nH+:64]1[cH:65][cH:66][cH:67][cH:68][cH:69]1>>[C:1]([CH3:2])([CH3:3])([CH3:4])[Si:5]([O:6][CH:7]([CH2:8][C:9]#[C:10][CH2:11][OH:12])[CH2:19][CH:20]([CH:21]=[CH2:22])[O:23][Si:24]([c:25]1[cH:26][cH:27][cH:28][cH:29][cH:30]1)([c:31]1[cH:32][cH:33][cH:34][cH:35][cH:36]1)[C:37]([CH3:38])([CH3:39])[CH3:40])([c:41]1[cH:42][cH:43][cH:44][cH:45][cH:46]1)[c:47]1[cH:48][cH:49][cH:50][cH:51][cH:52]1.